From a dataset of the Open Reaction Database (ORD), a public repository of structured organic reaction records. describe an organic reaction: reactants, conditions, products, and yield Starting materials: O (water), [N+](=O)([O-])[O-].[NH4+] (ammonium nitrate), S(N)(O)(=O)=O (sulfamic acid). Product: O=O (oxygen), N#[N+][O-] (nitrous oxide), S(=O)(=O)([O-])[O-].[NH4+].[NH4+] (ammonium sulfate). RXN SMILES: [S:1](=[O:5])(=[O:4])([OH:3])[NH2:2].[N+:6]([O-:9])([O-])=[O:7].[NH4+:10].[OH2:11]>>[O:11]=[O:3].[N:10]#[N+:6][O-:9].[S:1]([O-:3])([O-:7])(=[O:5])=[O:4].[NH4+:2].[NH4+:2] |f:1.2,6.7.8|. Reported procedure: It is considered from the results shown in Table 2 and so on that the sulfamic acid compound contained in the product reacts with ammonium nitrate to form nitrogen, oxygen, nitrous oxide, ammonium sulfate, and water.